This data is from the Open Reaction Database (ORD), a public repository of structured organic reaction records. The task is: describe an organic reaction: reactants, conditions, products, and yield Reactants: NC=1C=CC=C2C=CC(OC12)=O (8-aminocoumarin), [I-].[K+] (potassium iodide), Cl.ClCCNCCCl (bis(2-chloroethyl)amine hydrochloride), C([O-])([O-])=O.[K+].[K+] (potassium carbonate). The solvent is ClC1=CC=CC=C1 (chlorobenzene). The product is O1C(=O)C=CC2=CC=CC(=C12)N1CCNCC1 (N-(coumarin-8-yl)-piperazine). As a reaction SMILES: [NH2:1][C:2]1[CH:3]=[CH:4][CH:5]=[C:6]2[C:11]=1[O:10][C:9](=[O:12])[CH:8]=[CH:7]2.Cl.Cl[CH2:15][CH2:16][NH:17][CH2:18][CH2:19]Cl.C(=O)([O-])[O-].[K+].[K+].[I-].[K+]>ClC1C=CC=CC=1>[O:10]1[C:11]2[C:6](=[CH:5][CH:4]=[CH:3][C:2]=2[N:1]2[CH2:19][CH2:18][NH:17][CH2:16][CH2:15]2)[CH:7]=[CH:8][C:9]1=[O:12] |f:1.2,3.4.5,6.7|. Procedure: N-(coumarin-8-yl)-piperazine was prepared by reacting 8-aminocoumarin with an excess of bis(2-chloroethyl)amine hydrochloride in the presence of potassium carbonate and then of potassium iodide, the reaction being carried out under reflux in chlorobenzene. The reactants are ClC(Cl)Cl, Cl, CCOC(=O)c1nc(-c2ccc([N+](=O)[O-])cc2)ns1, [Na+], [OH-], O. The product is O=[N+]([O-])c1ccc(-c2ncsn2)cc1. RXN SMILES: [CH:24]([Cl:25])([Cl:26])[Cl:27].[ClH:23].[N+:1](=[O:2])([O-:3])[c:4]1[cH:5][cH:6][c:7](-[c:10]2[n:11][s:12][c:13]([C:15]([O:16][CH2:17][CH3:18])=[O:19])[n:14]2)[cH:8][cH:9]1.[Na+:22].[OH-:21].[OH2:20]>>[N+:1](=[O:2])([O-:3])[c:4]1[cH:5][cH:6][c:7](-[c:10]2[n:11][s:12][cH:13][n:14]2)[cH:8][cH:9]1. Procedure: To 1 ml of a mixture of 48% aqueous HBr solution and conc. sulfuric acid (2:1 v/v) were added 0.81 g (3.3 mmol) (2,6-bis-trifluoromethyl-phenyl)-methanol and the solution heated to reflux for 6 h. Then the reaction mixture was cooled to rt, diluted with water and extracted with tert-butyl methyl ether. The combined extracts were washed with brine, dried over Na2SO4, filtered and evaporated. Kugelrohr distillation provided 2-bromomethyl-1,3-bis-trifluoromethyl-benzene as colourless oil of b.p. 13... RXN SMILES: [BrH:1].S(=O)(=O)(O)O.[F:7][C:8]([F:22])([F:21])[C:9]1[CH:14]=[CH:13][CH:12]=[C:11]([C:15]([F:18])([F:17])[F:16])[C:10]=1[CH2:19]O>O>[Br:1][CH2:19][C:10]1[C:9]([C:8]([F:22])([F:21])[F:7])=[CH:14][CH:13]=[CH:12][C:11]=1[C:15]([F:18])([F:17])[F:16]. Product: BrCC1=C(C=CC=C1C(F)(F)F)C(F)(F)F (2-bromomethyl-1,3-bis-trifluoromethyl-benzene). Reactants: mixture, Br (HBr), S(O)(O)(=O)=O (sulfuric acid), FC(C1=C(C(=CC=C1)C(F)(F)F)CO)(F)F ((2,6-bis-trifluoromethyl-phenyl)-methanol). Run in O (water).